Dataset: the Open Reaction Database (ORD), a public repository of structured organic reaction records. Task: describe an organic reaction: reactants, conditions, products, and yield Starting materials: CC(C)(C)[Si](O[C@@H](CN(C(=O)OC(C)(C)C)C[C@@H]1OC2=CC=C(C=C2CC1)C1=CC(=NC=C1)C(=O)O)C=1C=NC=CC1)(C)C (4-{(2R)-2-[([(2R)-2-{[(1,1-dimethylethyl)(dimethyl)silyl]oxy}-2-(3-pyridinyl)ethyl]{[(1,1-dimethylethyl)oxy]carbonyl}amino)methyl]-3,4-dihydro-2H-chromen-6-yl}-2-pyridinecarboxylic Acid), Cl (HCl). The solvent is O1CCOCC1 (dioxane). The product is O[C@@H](CNC[C@@H]1OC2=CC=C(C=C2CC1)C1=CC(=NC=C1)C(=O)O)C=1C=NC=CC1 (4-[(2R)-2-({[(2R)-2-hydroxy-2-(3-pyridinyl)ethyl]amino}methyl)-3,4-dihydro-2H-chromen-6-yl]-2-pyridinecarboxylic Acid). RXN SMILES: CC([Si](C)(C)[O:6][C@H:7]([C:37]1[CH:38]=[N:39][CH:40]=[CH:41][CH:42]=1)[CH2:8][N:9]([CH2:17][C@H:18]1[CH2:27][CH2:26][C:25]2[C:20](=[CH:21][CH:22]=[C:23]([C:28]3[CH:33]=[CH:32][N:31]=[C:30]([C:34]([OH:36])=[O:35])[CH:29]=3)[CH:24]=2)[O:19]1)C(OC(C)(C)C)=O)(C)C.Cl>O1CCOCC1>[OH:6][C@H:7]([C:37]1[CH:38]=[N:39][CH:40]=[CH:41][CH:42]=1)[CH2:8][NH:9][CH2:17][C@H:18]1[CH2:27][CH2:26][C:25]2[C:20](=[CH:21][CH:22]=[C:23]([C:28]3[CH:33]=[CH:32][N:31]=[C:30]([C:34]([OH:36])=[O:35])[CH:29]=3)[CH:24]=2)[O:19]1. Procedure details: 4-{(2R)-2-[([(2R)-2-{[(1,1-Dimethylethyl)(dimethyl)silyl]oxy}-2-(3-pyridinyl)ethyl]{[(1,1-dimethylethyl)oxy]carbonyl}amino)methyl]-3,4-dihydro-2H-chromen-6-yl}-2-pyridinecarboxylic acid (Example 70, 29 mg, 0.05 mmol) was stirred in an excess of 4M HCl in dioxane at room temperature for 18 hours. The volatile components were removed by rotary evaporation, and the residue was washed with dichloromethane. After drying under vacuum, the title compound was collected as the tri-hydrochloride salt (23 ... Starting materials: C(=O)C1=CN=C(S1)NCC(=O)O (2-((5-formylthiazol-2-yl)amino)acetic acid), Cl (HCl), NC[C@@H](C(=O)OC)NC(=O)OC(C)(C)C ((S)-methyl 3-amino-2-((tert-butoxycarbonyl)amino)propanoate), 2007/93414 A1, ON1N=NC2=C1N=CC=C2 (1-hydroxy-7-azabenzotriazole), CN1CCOCC1 (N-methylmorpholine), C(CCl)Cl (EDC). Yields the product C(C)(C)(C)OC(=O)N[C@H](C(=O)OC)CNC(CNC=1SC(=CN1)C=O)=O ((S)-Methyl 2-((tert-butoxycarbonyl)amino)-3-(2-((5-formylthiazol-2-yl)amino)acetamido)propanoate). Isolated yield 41.5%. As a reaction SMILES: [CH:1]([C:3]1[S:7][C:6]([NH:8][CH2:9][C:10]([OH:12])=O)=[N:5][CH:4]=1)=[O:2].Cl.[NH2:14][CH2:15][C@H:16]([NH:21][C:22]([O:24][C:25]([CH3:28])([CH3:27])[CH3:26])=[O:23])[C:17]([O:19][CH3:20])=[O:18].ON1C2N=CC=CC=2N=N1.CN1CCOCC1.C(Cl)CCl>>[C:25]([O:24][C:22]([NH:21][C@@H:16]([CH2:15][NH:14][C:10](=[O:12])[CH2:9][NH:8][C:6]1[S:7][C:3]([CH:1]=[O:2])=[CH:4][N:5]=1)[C:17]([O:19][CH3:20])=[O:18])=[O:23])([CH3:28])([CH3:27])[CH3:26]. Procedure: Following the general procedure as described in Example 24, except using 2-((5-formylthiazol-2-yl)amino)acetic acid, 1.00 HCl (150 mg, 0.674 mmol), (S)-methyl 3-amino-2-((tert-butoxycarbonyl)amino)propanoate (see U.S. Publication No. 2007/93414 A1, 164 mg, 0.751 mmol), -1-hydroxy-7-azabenzotriazole (45 mg, 0.331 mmol), CH2C2 (5 mL), N-methylmorpholine (128 μL, 1.164 mmol), EDC (128 mg, 0.667 mmol) and stirring at room temp for 1 h, 108 mg (41.5%) of the title compound is isolated as an orange/re... Starting materials: ClC=1C=C(C=CC1S(=O)(=O)C)[C@H](C(=O)O)CC1CCCC1 (2(R)-(3-chloro-4-methanesulfonyl-phenyl)-3-cyclopentyl-propionic acid), COC(=O)C1=NC=C(N=C1)N (5-amino-pyrazine-2-carboxylic acid methyl ester), N1=CC=CC=C1 (pyridine), C(C(=O)Cl)(=O)Cl (oxalyl chloride). Reagents/catalysts: CN(C=O)C (N,N-dimethylformamide). Run in C(Cl)Cl (methylene chloride), C(Cl)Cl (methylene chloride). Reaction conditions: temperature 0 celsius, time 15 minute. Yields the product ethyl acetate hexanes, COC(=O)C1=NC=C(N=C1)NC([C@H](CC1CCCC1)C1=CC(=C(C=C1)S(=O)(=O)C)Cl)=O (5-[2(R)-(3-chloro-4-methanesulfonyl-phenyl)-3-cyclopentyl-propionylamino]-pyrazine-2-carboxylic acid methyl ester). Yield: 82.2%. As a reaction SMILES: [Cl:1][C:2]1[CH:3]=[C:4]([C@@H:12]([CH2:16][CH:17]2[CH2:21][CH2:20][CH2:19][CH2:18]2)[C:13]([OH:15])=O)[CH:5]=[CH:6][C:7]=1[S:8]([CH3:11])(=[O:10])=[O:9].C(Cl)(=O)C(Cl)=O.[CH3:28][O:29][C:30]([C:32]1[CH:37]=[N:36][C:35]([NH2:38])=[CH:34][N:33]=1)=[O:31].N1C=CC=CC=1>C(Cl)Cl.CN(C)C=O>[CH3:28][O:29][C:30]([C:32]1[CH:37]=[N:36][C:35]([NH:38][C:13](=[O:15])[C@@H:12]([C:4]2[CH:5]=[CH:6][C:7]([S:8]([CH3:11])(=[O:9])=[O:10])=[C:2]([Cl:1])[CH:3]=2)[CH2:16][CH:17]2[CH2:21][CH2:20][CH2:19][CH2:18]2)=[CH:34][N:33]=1)=[O:31]. Reported procedure: A solution of 2(R)-(3-chloro-4-methanesulfonyl-phenyl)-3-cyclopentyl-propionic acid (prepared as in Example 1, 196.4 mg, 0.59 mmol) in methylene chloride (3 mL) was cooled to 0° C. The reaction mixture was then treated with N,N-dimethylformamide (1 drop) and oxalyl chloride (109 μL, 1.25 mmol). The reaction mixture was stirred at 0° C. for 15 min and then at 25° C. for 2 h. The solution was then concentrated in vacuo. The yellow slurry was dissolved in methylene chloride (1 mL) and cooled to 0° ... The reactants are FC1=CC=C(C=C1)[N+](=O)[O-] (1-fluoro-4-nitrobenzene), CN(CCCNC)C (1-dimethylamino-3-methylamino-propane). Product: CN(CCCN(C1=CC=C(C=C1)[N+](=O)[O-])C)C (N-(3-dimethylaminopropyl)-N-methyl-4-nitroaniline). As a reaction SMILES: F[C:2]1[CH:7]=[CH:6][C:5]([N+:8]([O-:10])=[O:9])=[CH:4][CH:3]=1.[CH3:11][N:12]([CH3:18])[CH2:13][CH2:14][CH2:15][NH:16][CH3:17]>>[CH3:11][N:12]([CH3:18])[CH2:13][CH2:14][CH2:15][N:16]([CH3:17])[C:2]1[CH:7]=[CH:6][C:5]([N+:8]([O-:10])=[O:9])=[CH:4][CH:3]=1. Procedure details: Prepared from 1-fluoro-4-nitrobenzene and 1-dimethylamino-3-methylamino-propane Starting materials: CC(=O)NCCS, C1CCC2=NCCCN2CC1, CC1COCCN1c1cc(COS(C)(=O)=O)nc(-c2ccc(NC(=O)N(C)C)cc2)n1, CC#N. Product: CC(=O)NCCSCc1cc(N2CCOCC2C)nc(-c2ccc(NC(=O)N(C)C)cc2)n1. Reaction SMILES: [C:1]([CH3:2])(=[O:3])[NH:4][CH2:5][CH2:6][SH:7].[CH2:8]1[CH2:9][CH2:10][C:11]2=[N:16][CH2:15][CH2:14][CH2:13][N:12]2[CH2:17][CH2:18]1.[CH3:19][N:20]([C:21](=[O:22])[NH:23][c:24]1[cH:25][cH:26][c:27](-[c:30]2[n:31][c:32]([CH2:43][O:44][S:45]([CH3:46])(=[O:47])=[O:48])[cH:33][c:34]([N:36]3[CH:37]([CH3:42])[CH2:38][O:39][CH2:40][CH2:41]3)[n:35]2)[cH:28][cH:29]1)[CH3:49].[CH3:50][C:51]#[N:52]>>[C:1]([CH3:2])(=[O:3])[NH:4][CH2:5][CH2:6][S:7][CH2:43][c:32]1[n:31][c:30](-[c:27]2[cH:26][cH:25][c:24]([NH:23][C:21]([N:20]([CH3:19])[CH3:49])=[O:22])[cH:29][cH:28]2)[n:35][c:34]([N:36]2[CH:37]([CH3:42])[CH2:38][O:39][CH2:40][CH2:41]2)[cH:33]1. The reactants are CCOC(=O)C(C)OP(=O)(CC=O)Oc1ccccc1, Cc1ccc(NC(=O)c2ccc(CN3CCNCC3)cc2)cc1Nc1nccc(-c2cccnc2)n1. Yields the product CCOC(=O)C(C)OP(=O)(CCN1CCN(Cc2ccc(C(=O)Nc3ccc(C)c(Nc4nccc(-c5cccnc5)n4)c3)cc2)CC1)Oc1ccccc1. As a reaction SMILES: [CH2:37]([CH3:38])[O:39][C:40]([CH:41]([CH3:42])[O:43][P:44](=[O:45])([O:46][c:47]1[cH:48][cH:49][cH:50][cH:51][cH:52]1)[CH2:53][CH:54]=[O:55])=[O:56].[CH3:1][c:2]1[c:3]([NH:24][c:25]2[n:26][cH:27][cH:28][c:29](-[c:31]3[cH:32][n:33][cH:34][cH:35][cH:36]3)[n:30]2)[cH:4][c:5]([NH:8][C:9]([c:10]2[cH:11][cH:12][c:13]([CH2:16][N:17]3[CH2:18][CH2:19][NH:20][CH2:21][CH2:22]3)[cH:14][cH:15]2)=[O:23])[cH:6][cH:7]1>>[CH3:1][c:2]1[c:3]([NH:24][c:25]2[n:26][cH:27][cH:28][c:29](-[c:31]3[cH:32][n:33][cH:34][cH:35][cH:36]3)[n:30]2)[cH:4][c:5]([NH:8][C:9]([c:10]2[cH:11][cH:12][c:13]([CH2:16][N:17]3[CH2:18][CH2:19][N:20]([CH2:54][CH2:53][P:44]([O:43][CH:41]([C:40]([O:39][CH2:37][CH3:38])=[O:56])[CH3:42])(=[O:45])[O:46][c:47]4[cH:48][cH:49][cH:50][cH:51][cH:52]4)[CH2:21][CH2:22]3)[cH:14][cH:15]2)=[O:23])[cH:6][cH:7]1.